Dataset: the Open Reaction Database (ORD), a public repository of structured organic reaction records. Task: describe an organic reaction: reactants, conditions, products, and yield The reactants are C(C1=CC=CC=C1)[C@@H]1NC(OC1)=O ((4S)-4-benzyl-2-oxazolidinone), [Li]CCCC (n-BuLi), C(\C=C\C)(=O)Cl (crotonyl chloride). Run in C1CCOC1 (THF), CCOCC (ether). Conditions: temperature -78 celsius, time 30 minute. The product is compound 1, C(\C=C\C)(=O)N1C(OC[C@@H]1CC1=CC=CC=C1)=O ((4S)-3-((E)-2-butenoyl)-4-benzyl-2-oxazolidinone). Isolated yield 109.2%. RXN SMILES: [CH2:1]([C@H:8]1[CH2:12][O:11][C:10](=[O:13])[NH:9]1)[C:2]1[CH:7]=[CH:6][CH:5]=[CH:4][CH:3]=1.[Li]CCCC.[C:19](Cl)(=[O:23])/[CH:20]=[CH:21]/[CH3:22]>C1COCC1.CCOCC>[C:19]([N:9]1[C@@H:8]([CH2:1][C:2]2[CH:3]=[CH:4][CH:5]=[CH:6][CH:7]=2)[CH2:12][O:11][C:10]1=[O:13])(=[O:23])/[CH:20]=[CH:21]/[CH3:22]. Reported procedure: A solution of (4S)-4-benzyl-2-oxazolidinone (1.0 g, 5.6 mmol) in anhydrous THF (20 ml) was cooled to −78° C. n-BuLi (1.6 M solution in hexanes, 3.5 ml, 5.6 mmol) was added dropwise to the cooled solution. After 30 minutes, crotonyl chloride (0.59 ml, 6.2 mmol) was added to the mixture. The reaction was stirred for 30 minutes at −78° C., then warmed slowly to room temperature. The reaction mixture was quenched by addition of 4 ml saturated aqueous ammonium chloride. The resultant reaction mixture...